The task is: describe an organic reaction: reactants, conditions, products, and yield. This data is from the Open Reaction Database (ORD), a public repository of structured organic reaction records. The reactants are [OH-].[Na+] (NaOH), [Li]C=1C=CC=CC1 (PhLi), [Li]C=1C=CC=CC1 (PhLi), [O-]S(=O)(=O)[O-].[Mg+2] (MgSO4), [H-].[H-].[H-].[H-].[Li+].[Al+3] (LiAlH4), C1CCOC1 (THF). Run in O (H2O), O (H2O), C(Cl)Cl (CH2Cl2). Run at time 1.5 hour. Yields the product C1(=CC=CC=C1)C(O)C=1C(=CC=CC1)CO (α-Phenyl-benzene dimethanol). The yield is 74.0%. RXN SMILES: [Li][C:2]1[CH:3]=[CH:4][CH:5]=[CH:6][CH:7]=1.[H-].[H-].[H-].[H-].[Li+].[Al+3].[OH-:14].[Na+].[O-]S([O-])(=O)=O.[Mg+2].[CH2:22]1[CH2:26][O:25][CH2:24][CH2:23]1>C(Cl)Cl.O>[C:2]1([CH:6]([C:7]2[C:23]([CH2:24][OH:25])=[CH:22][CH:26]=[CH:3][CH:2]=2)[OH:14])[CH:3]=[CH:4][CH:5]=[CH:6][CH:7]=1 |f:1.2.3.4.5.6,7.8,9.10|. Reported procedure: Phtalid was reacted with PhLi (1 eq, 2M in cyklohexane/diethylether 75/25) according to the general procedure. The reaction mixture was then transferred to a slurry of LiAlH4 in THF kept at 0° C. and under N2 -atmosphere. The temperature was raised to RT and the reaction mixture was stirred for 1.5 hour. H2O was added very slowly at 0° C., followed by NaOH (15%) and H2O. CH2Cl2 and MgSO4 was added. The mixture was filtrated with a glass filter funnel and the filtrate was evaporated to give 74% o... The reactants are CCC(C#N)(C(=O)Br)c1ccccc1, CCCN, c1ccncc1, c1ccccc1. Yields the product CCCNC(=O)C(C#N)(CC)c1ccccc1. Reaction SMILES: [C:1](#[N:2])[C:3]([C:4](=[O:5])[Br:6])([c:7]1[cH:8][cH:9][cH:10][cH:11][cH:12]1)[CH2:13][CH3:14].[CH2:15]([CH2:16][CH3:17])[NH2:18].[cH:19]1[cH:20][cH:21][n:22][cH:23][cH:24]1.[cH:25]1[cH:26][cH:27][cH:28][cH:29][cH:30]1>>[C:1](#[N:2])[C:3]([C:4](=[O:5])[NH:18][CH2:15][CH2:16][CH3:17])([c:7]1[cH:8][cH:9][cH:10][cH:11][cH:12]1)[CH2:13][CH3:14]. Starting materials: CC(C)(C)OC(=O)N1CCC(CN)CC1, O=C([O-])[O-], Clc1nc(Cl)c(Cl)c(Cl)c1Cl, [K+], [K+], CN(C)C=O. Yields the product CC(C)(C)OC(=O)N1CCC(CNc2c(Cl)c(Cl)nc(Cl)c2Cl)CC1. As a reaction SMILES: [C:1](=[O:2])([O:3][C:4]([CH3:5])([CH3:6])[CH3:7])[N:8]1[CH2:9][CH2:10][CH:11]([CH2:14][NH2:15])[CH2:12][CH2:13]1.[C:27](=[O:28])([O-:29])[O-:30].[Cl:16][c:17]1[c:18]([Cl:26])[c:19]([Cl:25])[c:20]([Cl:24])[c:21]([Cl:23])[n:22]1.[K+:31].[K+:32].[O:33]=[CH:34][N:35]([CH3:36])[CH3:37]>>[C:1](=[O:2])([O:3][C:4]([CH3:5])([CH3:6])[CH3:7])[N:8]1[CH2:9][CH2:10][CH:11]([CH2:14][NH:15][c:19]2[c:18]([Cl:26])[c:17]([Cl:16])[n:22][c:21]([Cl:23])[c:20]2[Cl:24])[CH2:12][CH2:13]1.